Dataset: the Open Reaction Database (ORD), a public repository of structured organic reaction records. Task: describe an organic reaction: reactants, conditions, products, and yield Reactants: CN1CCC(c2c[nH]c3ccc(O)cc23)CC1, Cc1ccc(S(=O)(=O)Cl)cc1, [Na+], [OH-]. The product is Cc1ccc(S(=O)(=O)Oc2ccc3[nH]cc(C4CCN(C)CC4)c3c2)cc1. Reaction SMILES: [CH3:12][N:13]1[CH2:14][CH2:15][CH:16]([c:19]2[cH:20][nH:21][c:22]3[cH:23][cH:24][c:25]([OH:28])[cH:26][c:27]23)[CH2:17][CH2:18]1.[CH3:1][c:2]1[cH:3][cH:4][c:5]([S:8](=[O:9])(=[O:10])[Cl:11])[cH:6][cH:7]1.[Na+:30].[OH-:29]>>[CH3:1][c:2]1[cH:3][cH:4][c:5]([S:8](=[O:9])(=[O:10])[O:28][c:25]2[cH:24][cH:23][c:22]3[nH:21][cH:20][c:19]([CH:16]4[CH2:15][CH2:14][N:13]([CH3:12])[CH2:18][CH2:17]4)[c:27]3[cH:26]2)[cH:6][cH:7]1. Reactants: CCOC(C)=O, COC(=O)C=CCC1C(=O)N2C1CC(Cl)(S(=O)c1ccccc1)C2C(=O)OCc1ccccc1, C1=NCCCN2CCCCC12. The product is COC(=O)C=CCC1C(=O)N2C(C(=O)OCc3ccccc3)=C(S(=O)c3ccccc3)CC12. Reaction SMILES: [CH3:46][CH2:47][O:48][C:49](=[O:50])[CH3:51].[Cl:1][C:2]1([S:27](=[O:28])[c:29]2[cH:30][cH:31][cH:32][cH:33][cH:34]2)[CH:3]([C:17](=[O:18])[O:19][CH2:20][c:21]2[cH:22][cH:23][cH:24][cH:25][cH:26]2)[N:4]2[C:5](=[O:16])[CH:6]([CH2:9][CH:10]=[CH:11][C:12](=[O:13])[O:14][CH3:15])[CH:7]2[CH2:8]1.[N:35]12[CH2:36][CH2:37][CH2:38][CH2:39][CH:40]1[CH:41]=[N:42][CH2:43][CH2:44][CH2:45]2>>[C:2]1([S:27](=[O:28])[c:29]2[cH:30][cH:31][cH:32][cH:33][cH:34]2)=[C:3]([C:17](=[O:18])[O:19][CH2:20][c:21]2[cH:22][cH:23][cH:24][cH:25][cH:26]2)[N:4]2[C:5](=[O:16])[CH:6]([CH2:9][CH:10]=[CH:11][C:12](=[O:13])[O:14][CH3:15])[CH:7]2[CH2:8]1.